From a dataset of the Open Reaction Database (ORD), a public repository of structured organic reaction records. describe an organic reaction: reactants, conditions, products, and yield The reactants are BrCC(=O)C1=CC=C(C=C1)OCC (2-Bromo-1-(4-ethoxyphenyl)ethan-1-one), CC(CN(CC(C)C)C=CC)C (N,N-bis(2-methylpropyl)-1-propenylamine), CN(C=O)C (dimethylformamide), paratoluenesulfonic acid, OCC(C)(CO)C (neopentyl glycol). Run in O (water). Reaction conditions: time 2 hour. Isolated yield 73.4%. RXN SMILES: Br[CH2:2][C:3]([C:5]1[CH:10]=[CH:9][C:8]([O:11][CH2:12][CH3:13])=[CH:7][CH:6]=1)=[O:4].[CH3:14][CH:15](C)[CH2:16]N(C=CC)CC(C)C.CN(C)C=O.[OH:31][CH2:32][C:33]([CH3:37])([CH2:35][OH:36])[CH3:34]>O>[CH3:34][C:33]1([CH3:37])[CH2:35][O:36][CH:14]([CH:15]([CH3:16])[CH2:2][C:3]([C:5]2[CH:10]=[CH:9][C:8]([O:11][CH2:12][CH3:13])=[CH:7][CH:6]=2)=[O:4])[O:31][CH2:32]1. Product: CC1(COC(OC1)C(CC(=O)C1=CC=C(C=C1)OCC)C)C (3-(5,5-Dimethyl-1,3-dioxan-2-yl)-1-(4-ethoxyphenyl)butan-1-one). Procedure details: 2-Bromo-1-(4-ethoxyphenyl)ethan-1-one (4.0 g) and N,N-bis(2-methylpropyl)-1-propenylamine (4.0 g) were added to 16 ml of dimethylformamide under an atmosphere of nitrogen and the mixture was stirred between 50° C. and 55° C. for 2 hours. To the reaction mixture were added successively 1.6 g of paratoluenesulfonic acid and 2.1 g of neopentyl glycol and the mixture was stirred between 50° C. and 60° C. for 3 hours. After addition of 8 ml of water to the reaction mixture and cooling the reaction mi... Reactants: CN=C=S, COC(=O)C(N)CCCCNC(=O)OC(C)(C)C. The product is CN1C(=O)C(CCCCNC(=O)OC(C)(C)C)NC1=S. As a reaction SMILES: [CH3:19][N:20]=[C:21]=[S:22].[CH3:1][O:2][C:3]([CH:4]([NH2:5])[CH2:6][CH2:7][CH2:8][CH2:9][NH:10][C:11](=[O:12])[O:13][C:14]([CH3:15])([CH3:16])[CH3:17])=[O:18]>>[C:3]1(=[O:18])[CH:4]([CH2:6][CH2:7][CH2:8][CH2:9][NH:10][C:11](=[O:12])[O:13][C:14]([CH3:15])([CH3:16])[CH3:17])[NH:5][C:21](=[S:22])[N:20]1[CH3:19]. Reported procedure: Prepared by Procedure Q1 and Scheme AC using N-(3-{1-((3S)-3-amino-3-phenylpropyl]-4-piperidinyl}phenyl)-2-methylpropanamide and 5-nitro-2-furoyl chloride: ESMS m/e: 519.2 (M+H)+. As a reaction SMILES: [NH2:1][C@H:2]([C:23]1[CH:28]=[CH:27][CH:26]=[CH:25][CH:24]=1)[CH2:3][CH2:4][N:5]1[CH2:10][CH2:9][CH:8]([C:11]2[CH:12]=[C:13]([NH:17][C:18](=[O:22])[CH:19]([CH3:21])[CH3:20])[CH:14]=[CH:15][CH:16]=2)[CH2:7][CH2:6]1.[N+:29]([C:32]1[O:36][C:35]([C:37](Cl)=[O:38])=[CH:34][CH:33]=1)([O-:31])=[O:30]>>[C:18]([NH:17][C:13]1[CH:12]=[C:11]([CH:8]2[CH2:9][CH2:10][N:5]([CH2:4][CH2:3][C@H:2]([NH:1][C:37]([C:35]3[O:36][C:32]([N+:29]([O-:31])=[O:30])=[CH:33][CH:34]=3)=[O:38])[C:23]3[CH:24]=[CH:25][CH:26]=[CH:27][CH:28]=3)[CH2:6][CH2:7]2)[CH:16]=[CH:15][CH:14]=1)(=[O:22])[CH:19]([CH3:21])[CH3:20]. The reactants are N[C@@H](CCN1CCC(CC1)C=1C=C(C=CC1)NC(C(C)C)=O)C1=CC=CC=C1 (N-(3-{1-((3S)-3-amino-3-phenylpropyl]-4-piperidinyl}phenyl)-2-methylpropanamide), [N+](=O)([O-])C1=CC=C(O1)C(=O)Cl (5-nitro-2-furoyl chloride). Product: C(C(C)C)(=O)NC=1C=C(C=CC1)C1CCN(CC1)CC[C@@H](C1=CC=CC=C1)NC(=O)C=1OC(=CC1)[N+](=O)[O-] (N-((1S)-3-{4-[3-(ISOBUTYRYLAMINO)PHENYL]-1-PIPERIDINYL}-1-PHENYLPROPYL)-5-NITRO-2-FURAMIDE). Reactants: CN1CCNCC1, CN1CCCC1=O, CCN(C(C)C)C(C)C, CCOC(=O)c1sc(N2CCC(NC(=O)c3[nH]c(C)c(Cl)c3Cl)C(OC)C2)nc1-c1cnc(Cl)cn1, O. Product: CCOC(=O)c1sc(N2CCC(NC(=O)c3[nH]c(C)c(Cl)c3Cl)C(OC)C2)nc1-c1cnc(N2CCN(C)CC2)cn1. As a reaction SMILES: [CH3:37][N:38]1[CH2:39][CH2:40][NH:41][CH2:42][CH2:43]1.[CH3:54][N:55]1[CH2:56][CH2:57][CH2:58][C:59]1=[O:60].[CH:44]([N:45]([CH2:46][CH3:47])[CH:48]([CH3:49])[CH3:50])([CH3:51])[CH3:52].[Cl:1][c:2]1[n:3][cH:4][c:5](-[c:8]2[n:9][c:10]([N:18]3[CH2:19][CH:20]([O:35][CH3:36])[CH:21]([NH:24][C:25](=[O:26])[c:27]4[nH:28][c:29]([CH3:34])[c:30]([Cl:33])[c:31]4[Cl:32])[CH2:22][CH2:23]3)[s:11][c:12]2[C:13](=[O:14])[O:15][CH2:16][CH3:17])[n:6][cH:7]1.[OH2:53]>>[c:2]1([N:41]2[CH2:40][CH2:39][N:38]([CH3:37])[CH2:43][CH2:42]2)[n:3][cH:4][c:5](-[c:8]2[n:9][c:10]([N:18]3[CH2:19][CH:20]([O:35][CH3:36])[CH:21]([NH:24][C:25](=[O:26])[c:27]4[nH:28][c:29]([CH3:34])[c:30]([Cl:33])[c:31]4[Cl:32])[CH2:22][CH2:23]3)[s:11][c:12]2[C:13](=[O:14])[O:15][CH2:16][CH3:17])[n:6][cH:7]1. The reactants are [Si](C)(C)(C(C)(C)C)O[C@@H]1C=C2C=C[C@@H]([C@@H]([C@H]2[C@H](C1)OC(C(C)OC1=C(C=CC=C1)C(C)C)=O)CC[C@@H]1C[C@H](CC(O1)=O)O[Si](C)(C)C(C)(C)C)C ((4R,6R)-6-([1S,2S,6S,8S,8aR]-2-{1,2,6,7,8,8a-Hexahydro-6-t-butyldimethylsilyloxy-8-[(2RS)-2-(2-isopropylphenoxy)propionyloxy]-2-methyl-1-naphthyl}ethyl)tetrahydro-4-t-butyldimethylsilyloxy-2H-pyran-2-one), solution, [F-].C(CCC)[N+](CCCC)(CCCC)CCCC (tetrabutylammonium fluoride). The solvent is O1CCCC1 (tetrahydrofuran). The product is O[C@@H]1C=C2C=C[C@@H]([C@@H]([C@H]2[C@H](C1)OC(C(C)OC1=C(C=CC=C1)C(C)C)=O)CC[C@@H]1C[C@H](CC(O1)=O)O)C ((4R,6R)-6-([1S,2S,6S,8S,8aR]-2-{1,2,6,7,8,8a-Hexahydro-6-hydroxy-8-[(2RS)-2-(2-isopropylphenoxy)propionyloxy]-2-methyl-1-naphthyl}ethyl)tetrahydro-4-hydroxy,2H-pyran-2-one). Yield: 53.9%. Reaction SMILES: [Si]([O:8][C@H:9]1[CH2:18][C@H:17]([O:19][C:20](=[O:33])[CH:21]([O:23][C:24]2[CH:29]=[CH:28][CH:27]=[CH:26][C:25]=2[CH:30]([CH3:32])[CH3:31])[CH3:22])[C@H:16]2[C:11]([CH:12]=[CH:13][C@H:14]([CH3:51])[C@@H:15]2[CH2:34][CH2:35][C@H:36]2[O:41][C:40](=[O:42])[CH2:39][C@H:38]([O:43][Si](C(C)(C)C)(C)C)[CH2:37]2)=[CH:10]1)(C(C)(C)C)(C)C.[F-].C([N+](CCCC)(CCCC)CCCC)CCC>O1CCCC1>[OH:8][C@H:9]1[CH2:18][C@H:17]([O:19][C:20](=[O:33])[CH:21]([O:23][C:24]2[CH:29]=[CH:28][CH:27]=[CH:26][C:25]=2[CH:30]([CH3:32])[CH3:31])[CH3:22])[C@H:16]2[C:11]([CH:12]=[CH:13][C@H:14]([CH3:51])[C@@H:15]2[CH2:34][CH2:35][C@H:36]2[O:41][C:40](=[O:42])[CH2:39][C@H:38]([OH:43])[CH2:37]2)=[CH:10]1 |f:1.2|. Reported procedure: A procedure similar to that described in Example 2, above, was followed, but using 1.31 g of (4R,6R)-6-([1S,2S,6S,8S,8aR]-2-{1,2,6,7,8,8a-hexahydro-6-t-butyldimethylsilyloxy-8-[(2RS)-2-(2-isopropylphenoxy)propionyloxy]-2-methyl-1-naphthyl}ethyl)tetrahydro-4-t-butyldimethylsilyloxy-2H-pyran-2-one [prepared as described in Example 130, above] and 35.4 ml of a 1.0 molar solution of tetrabutylammonium fluoride in tetrahydrofuran, to give 488 mg of the title compound as white crystals, melting at bet... Reactants: CC(C)(C)O, Cc1cccc(C2CC2)c1O, Clc1ccccc1Cl, [Cs+], [OH-], Oc1cc(Cl)nnc1Cl. Product: Cc1cccc(C2CC2)c1Oc1nnc(Cl)cc1O. As a reaction SMILES: [C:31]([OH:32])([CH3:33])([CH3:34])[CH3:35].[CH:1]1([c:4]2[c:5]([OH:11])[c:6]([CH3:10])[cH:7][cH:8][cH:9]2)[CH2:2][CH2:3]1.[Cl:12][c:13]1[c:14]([Cl:15])[cH:16][cH:17][cH:18][cH:19]1.[Cs+:21].[OH-:20].[OH:22][c:23]1[c:24]([Cl:30])[n:25][n:26][c:27]([Cl:29])[cH:28]1>>[CH:1]1([c:4]2[c:5]([O:11][c:24]3[c:23]([OH:22])[cH:28][c:27]([Cl:29])[n:26][n:25]3)[c:6]([CH3:10])[cH:7][cH:8][cH:9]2)[CH2:2][CH2:3]1.